From a dataset of the Open Reaction Database (ORD), a public repository of structured organic reaction records. describe an organic reaction: reactants, conditions, products, and yield Reaction SMILES: Cl[C:2]1[C:7]([F:8])=[CH:6][N:5]=[C:4]([C:9]2[CH:13]=[C:12]([C:14]3[CH:18]=[CH:17][O:16][N:15]=3)[N:11]([CH2:19][C:20]3[CH:25]=[CH:24][CH:23]=[CH:22][C:21]=3[F:26])[N:10]=2)[N:3]=1.C[O-:28].[Na+]>CO>[F:8][C:7]1[C:2]([OH:28])=[N:3][C:4]([C:9]2[CH:13]=[C:12]([C:14]3[CH:18]=[CH:17][O:16][N:15]=3)[N:11]([CH2:19][C:20]3[CH:25]=[CH:24][CH:23]=[CH:22][C:21]=3[F:26])[N:10]=2)=[N:5][CH:6]=1 |f:1.2|. Run at temperature 40 celsius. The reactants are ClC1=NC(=NC=C1F)C1=NN(C(=C1)C1=NOC=C1)CC1=C(C=CC=C1)F (3-(3-(4-chloro-5-fluoropyrimidin-2-yl)-1-(2fluorobenzyl)-1H-pyrazol-5-yl)isoxazole), ClC1=NC(=NC=C1F)C1=NN(C(=C1)C1=NOC=C1)CC1=C(C=CC=C1)F (3-(3-(4-chloro-5-fluoropyrimidin-2-yl)-1-(2fluorobenzyl)-1H-pyrazol-5-yl)isoxazole), C[O-].[Na+] (sodium methoxide). Procedure details: To a solution of 3-(3-(4-chloro-5-fluoropyrimidin-2-yl)-1-(2fluorobenzyl)-1H-pyrazol-5-yl)isoxazole (Compound 30, 0.040 g, 0.107 mmol) in 1 mL methanol was added sodium methoxide (0.024 ml, 0.107 mmol) as a 25% weight solution. The reaction was stirred at 40° C. until judged complete by LC/MS. Once complete, the reaction mixture was directly concentrated in vacuo, and the resulting crude oil was purified using silica gel chromatography employing a 0-100% ethyl acetate in hexane gradient to affor... The solvent is CO (methanol). Product: FC=1C(=NC(=NC1)C1=NN(C(=C1)C1=NOC=C1)CC1=C(C=CC=C1)F)O (5-fluoro-2-(1-(2-fluorobenzyl)-5-(isoxazol-3-yl)-1H-pyrazol-3-yl)pyrimidin-4-ol). Isolated yield 55.0%. Starting materials: O=C([O-])[O-], O=C(NCCCCc1ccc(O)cc1)OCc1ccccc1, COC(=O)C(CCBr)NC(=O)OC(C)(C)C, CCOC(C)=O, [K+], [K+], CN(C)C=O. Yields the product COC(=O)C(CCOc1ccc(CCCCNC(=O)OCc2ccccc2)cc1)NC(=O)OC(C)(C)C. As a reaction SMILES: [C:1](=[O:2])([O-:3])[O-:4].[CH2:7]([c:8]1[cH:9][cH:10][cH:11][cH:12][cH:13]1)[O:14][C:15](=[O:16])[NH:17][CH2:18][CH2:19][CH2:20][CH2:21][c:22]1[cH:23][cH:24][c:25]([OH:28])[cH:26][cH:27]1.[CH3:29][O:30][C:31]([CH:32]([CH2:33][CH2:34][Br:35])[NH:36][C:37](=[O:38])[O:39][C:40]([CH3:41])([CH3:42])[CH3:43])=[O:44].[CH3:50][CH2:51][O:52][C:53](=[O:54])[CH3:55].[K+:5].[K+:6].[O:45]=[CH:46][N:47]([CH3:48])[CH3:49]>>[CH2:7]([c:8]1[cH:9][cH:10][cH:11][cH:12][cH:13]1)[O:14][C:15](=[O:16])[NH:17][CH2:18][CH2:19][CH2:20][CH2:21][c:22]1[cH:23][cH:24][c:25]([O:28][CH2:34][CH2:33][CH:32]([C:31]([O:30][CH3:29])=[O:44])[NH:36][C:37](=[O:38])[O:39][C:40]([CH3:41])([CH3:42])[CH3:43])[cH:26][cH:27]1. The reactants are CO, CCOC(=O)c1cccc(N(CCC(c2ccccc2)c2ccccc2)C(=O)Nc2nc(-c3ccc(NS(C)(=O)=O)cc3)c(Cl)s2)c1, [Li+], [OH-], O. The product is CS(=O)(=O)Nc1ccc(-c2nc(NC(=O)N(CCC(c3ccccc3)c3ccccc3)c3cccc(C(=O)O)c3)sc2Cl)cc1. RXN SMILES: [CH3:51][OH:52].[Cl:1][c:2]1[c:3](-[c:37]2[cH:38][cH:39][c:40]([NH:43][S:44](=[O:45])(=[O:46])[CH3:47])[cH:41][cH:42]2)[n:4][c:5]([NH:7][C:8]([N:9]([CH2:10][CH2:11][CH:12]([c:13]2[cH:14][cH:15][cH:16][cH:17][cH:18]2)[c:19]2[cH:20][cH:21][cH:22][cH:23][cH:24]2)[c:25]2[cH:26][c:27]([C:28](=[O:29])[O:30][CH2:31][CH3:32])[cH:33][cH:34][cH:35]2)=[O:36])[s:6]1.[Li+:50].[OH-:49].[OH2:48]>>[Cl:1][c:2]1[c:3](-[c:37]2[cH:38][cH:39][c:40]([NH:43][S:44](=[O:45])(=[O:46])[CH3:47])[cH:41][cH:42]2)[n:4][c:5]([NH:7][C:8]([N:9]([CH2:10][CH2:11][CH:12]([c:13]2[cH:14][cH:15][cH:16][cH:17][cH:18]2)[c:19]2[cH:20][cH:21][cH:22][cH:23][cH:24]2)[c:25]2[cH:26][c:27]([C:28](=[O:29])[OH:30])[cH:33][cH:34][cH:35]2)=[O:36])[s:6]1. Reactants: BrC1=CC=C(C=C1)OC (p-bromoanisole), C(C=C)(=O)O (acrylic acid), C(CCC)NCCCC (dibutylamine). Reagents/catalysts: [Pd] (Pd on carbon). Run in CN1C(CCC1)=O (N-methylpyrrolidone). Run at time 4 hour. Product: COC1=CC=C(C=CC(=O)O)C=C1 (p-methoxycinnamic acid). Isolated yield 56.1%. As a reaction SMILES: Br[C:2]1[CH:7]=[CH:6][C:5]([O:8][CH3:9])=[CH:4][CH:3]=1.[C:10]([OH:14])(=[O:13])[CH:11]=[CH2:12].C(NCCCC)CCC>[Pd].CN1CCCC1=O>[CH3:9][O:8][C:5]1[CH:6]=[CH:7][C:2]([CH:12]=[CH:11][C:10]([OH:14])=[O:13])=[CH:3][CH:4]=1. Procedure details: 18.7 g (0.1 mole) p-bromoanisole, 500 mg Pd on carbon (5%), 40 ml N-methylpyrrolidone, 7.57 g (0.105 mole) acrylic acid and 13.57 g (0.105 mole) dibutylamine are stirred under nitrogen at 80° for 1 hour and then at 180° for 4 hours. The catalyst is removed by filtration at 100°. To the filtrate are added 200 ml of 2N sodium hydroxide and the solution is then washed twice with ether. Acidification to pH 1 with 2N hydrochloric acid, followed by filtration furnishes 10 g of p-methoxycinnamic acid (... Starting materials: CC1=NOC(=C1C=1C(=CC=2C3=C(C=NC2C1)NC(N3[C@H](C)C3=CC=CC=C3)=O)OC)C (7-(3,5-Dimethyl-4-isoxazolyl)-8-(methyloxy)-1-[(1R)-1-phenylethyl]-1,3-dihydro-2H-imidazo[4,5-c]quinolin-2-one), N1CCOCC1 (morpholine), Intermediate 11, O=P(Cl)(Cl)Cl (POCl3). Run in CN1CCCC1=O (NMP), CS(=O)C (DMSO). Run at temperature 100 celsius. Product: CC1=NOC(=C1C=1C(=CC=2C3=C(C=NC2C1)N=C(N3[C@H](C)C3=CC=CC=C3)N3CCOCC3)OC)C (7-(3,5-dimethyl-4-isoxazolyl)-8-(methyloxy)-2-(4-morpholinyl)-1-[(1R)-1-phenylethyl]-1H-imidazo[4,5-c]quinoline). Isolated yield 0.8%. As a reaction SMILES: [CH3:1][C:2]1[C:6]([C:7]2[C:8]([O:29][CH3:30])=[CH:9][C:10]3[C:11]4[N:19]([C@@H:20]([C:22]5[CH:27]=[CH:26][CH:25]=[CH:24][CH:23]=5)[CH3:21])[C:18](=O)[NH:17][C:12]=4[CH:13]=[N:14][C:15]=3[CH:16]=2)=[C:5]([CH3:31])[O:4][N:3]=1.O=P(Cl)(Cl)Cl.[NH:37]1[CH2:42][CH2:41][O:40][CH2:39][CH2:38]1>CN1C(=O)CCC1.CS(C)=O>[CH3:1][C:2]1[C:6]([C:7]2[C:8]([O:29][CH3:30])=[CH:9][C:10]3[C:11]4[N:19]([C@@H:20]([C:22]5[CH:23]=[CH:24][CH:25]=[CH:26][CH:27]=5)[CH3:21])[C:18]([N:37]5[CH2:42][CH2:41][O:40][CH2:39][CH2:38]5)=[N:17][C:12]=4[CH:13]=[N:14][C:15]=3[CH:16]=2)=[C:5]([CH3:31])[O:4][N:3]=1. Procedure: 7-(3,5-Dimethyl-4-isoxazolyl)-8-(methyloxy)-1-[(1R)-1-phenylethyl]-1,3-dihydro-2H-imidazo[4,5-c]quinolin-2-one (for a preparation see Intermediate 11) (0.16 g, 0.386 mmol) was dissolved in POCl3 (1 ml, 10.73 mmol) and heated at 100° C. for 3 days. The reaction mixture was evaporated in vacuo to give a black gum. The residue was dissolved in NMP (2 ml) and morpholine (2 ml, 22.96 mmol) was added, then the solution was heated in the microwave at 150° C. for 1 h. The reaction mixture was loaded ont...